Dataset: the Open Reaction Database (ORD), a public repository of structured organic reaction records. Task: describe an organic reaction: reactants, conditions, products, and yield The reactants are C=CCNc1cccc(C(=O)OC)c1, COCCOC, CS(=O)(=O)c1ccccc1, Cl, [H-], [Na+], C1CCOC1. Product: C=CCNc1cccc(C(=O)CS(=O)(=O)c2ccccc2)c1. Reaction SMILES: [CH2:13]([CH:14]=[CH2:15])[NH:16][c:17]1[cH:18][c:19]([C:20](=[O:21])[O:22][CH3:23])[cH:24][cH:25][cH:26]1.[CH3:33][O:34][CH2:35][CH2:36][O:37][CH3:38].[CH3:3][S:4](=[O:5])(=[O:6])[c:7]1[cH:8][cH:9][cH:10][cH:11][cH:12]1.[ClH:27].[H-:1].[Na+:2].[O:28]1[CH2:29][CH2:30][CH2:31][CH2:32]1>>[CH2:3]([S:4](=[O:5])(=[O:6])[c:7]1[cH:8][cH:9][cH:10][cH:11][cH:12]1)[C:20]([c:19]1[cH:18][c:17]([NH:16][CH2:13][CH:14]=[CH2:15])[cH:26][cH:25][cH:24]1)=[O:21]. Procedure: Methyl chloroformate (1.72 mL, 21.9 mmol) and K2CO3 (7.65 g, 54.8 mmol) were added to a sol. of [5-(2-amino-ethyl)-2-chloro-benzyl]-cyclopropyl-carbamic acid tert-butyl ester (1.78 g, 5.48 mmol) in acetone (8.00 mL). The mixture was refluxed overnight, and was allowed to cool to rt. The mixture was partitioned between water and CH2Cl2, and the aq. layer was extracted with CH2Cl2 (3×). The combined org. extracts were dried over MgSO4, filtered, and the solvents were removed under reduced pressure... The yield is 67.2%. Reactants: ClC(=O)OC (Methyl chloroformate), C(=O)([O-])[O-].[K+].[K+] (K2CO3), C(C)(C)(C)OC(N(C1CC1)CC1=C(C=CC(=C1)CCN)Cl)=O ([5-(2-amino-ethyl)-2-chloro-benzyl]-cyclopropyl-carbamic acid tert-butyl ester). Product: COC(NCCC1=CC(=C(C=C1)Cl)CN(C1CC1)C(=O)OC(C)(C)C)=O ((2-{3-[(tert-Butoxycarbonyl-cyclopropyl-amino)-methyl]-4-chloro-phenyl}-ethyl)-carbamic Acid Methyl Ester). Run in CC(=O)C (acetone). As a reaction SMILES: Cl[C:2]([O:4][CH3:5])=[O:3].C([O-])([O-])=O.[K+].[K+].[C:12]([O:16][C:17](=[O:33])[N:18]([CH2:22][C:23]1[CH:28]=[C:27]([CH2:29][CH2:30][NH2:31])[CH:26]=[CH:25][C:24]=1[Cl:32])[CH:19]1[CH2:21][CH2:20]1)([CH3:15])([CH3:14])[CH3:13]>CC(C)=O>[CH3:5][O:4][C:2](=[O:3])[NH:31][CH2:30][CH2:29][C:27]1[CH:26]=[CH:25][C:24]([Cl:32])=[C:23]([CH2:22][N:18]([C:17]([O:16][C:12]([CH3:15])([CH3:13])[CH3:14])=[O:33])[CH:19]2[CH2:20][CH2:21]2)[CH:28]=1 |f:1.2.3|. Starting materials: CC(=O)[O-], CC(=O)[O-], ClCCl, [Cu+2], OB(O)c1ccc(OCc2ccccc2)c(F)c1, COc1ccc(F)c2[nH]ncc12, c1ccncc1. Yields the product COc1ccc(F)c2c1cnn2-c1ccc(OCc2ccccc2)c(F)c1. RXN SMILES: [C:40]([O-:41])(=[O:42])[CH3:43].[C:45]([O-:46])(=[O:47])[CH3:48].[Cl:37][CH2:38][Cl:39].[Cu+2:44].[F:13][c:14]1[cH:15][c:16]([B:28]([OH:29])[OH:30])[cH:17][cH:18][c:19]1[O:20][CH2:21][c:22]1[cH:23][cH:24][cH:25][cH:26][cH:27]1.[F:1][c:2]1[cH:3][cH:4][c:5]([O:11][CH3:12])[c:6]2[cH:7][n:8][nH:9][c:10]12.[cH:31]1[cH:32][cH:33][n:34][cH:35][cH:36]1>>[F:1][c:2]1[cH:3][cH:4][c:5]([O:11][CH3:12])[c:6]2[cH:7][n:8][n:9](-[c:16]3[cH:15][c:14]([F:13])[c:19]([O:20][CH2:21][c:22]4[cH:23][cH:24][cH:25][cH:26][cH:27]4)[cH:18][cH:17]3)[c:10]12. The reactants are [Si](C)(C)(C(C)(C)C)OCCN(C(=O)C1=NC(=NC(=C1OCC1=CC=CC=C1)O)CC1=NC=CC=C1C1=CC=CC=C1)C(C)C (5-benzyloxy-6-hydroxy-2-(3-phenyl-pyridin-2-ylmethyl)-pyrimidine-4-carboxylic acid [2-(tert-butyl-dimethylsilanyloxy)-ethyl]-isopropylamide), [Si](C)(C)(C(C)(C)C)OCCN(C(=O)C1=NC(=NC(=C1OCC1=CC=CC=C1)O)CC1=C(C=CC=C1)C1=CC=CC=C1)C (5-benzyloxy-2-biphenyl-2-ylmethyl-6-hydroxypyrimidine-4-carboxylic acid [2-(tert-butyl-dimethylsilanyloxy)-ethyl]-methyl-amide), CO (methanol). Solvent: ClCCl (dichloromethane). Yields the product OCCN(C(=O)C1=NC(=NC(=C1OCC1=CC=CC=C1)O)CC1=NC=CC=C1C1=CC=CC=C1)C(C)C (5-Benzyloxy-6-hydroxy-2-(3-phenyl-pyridin-2-ylmethyl)-pyrimidine-4-carboxylic acid (2-hydroxyethyl)-isopropylamide). The yield is 85.1%. Reaction SMILES: [Si]([O:8][CH2:9][CH2:10][N:11]([CH:42]([CH3:44])[CH3:43])[C:12]([C:14]1[C:19]([O:20][CH2:21][C:22]2[CH:27]=[CH:26][CH:25]=[CH:24][CH:23]=2)=[C:18]([OH:28])[N:17]=[C:16]([CH2:29][C:30]2[C:35]([C:36]3[CH:41]=[CH:40][CH:39]=[CH:38][CH:37]=3)=[CH:34][CH:33]=[CH:32][N:31]=2)[N:15]=1)=[O:13])(C(C)(C)C)(C)C.[Si](OCCN(C)C(C1C(OCC2C=CC=CC=2)=C(O)N=C(CC2C=CC=CC=2C2C=CC=CC=2)N=1)=O)(C(C)(C)C)(C)C.CO>ClCCl>[OH:8][CH2:9][CH2:10][N:11]([CH:42]([CH3:44])[CH3:43])[C:12]([C:14]1[C:19]([O:20][CH2:21][C:22]2[CH:23]=[CH:24][CH:25]=[CH:26][CH:27]=2)=[C:18]([OH:28])[N:17]=[C:16]([CH2:29][C:30]2[C:35]([C:36]3[CH:37]=[CH:38][CH:39]=[CH:40][CH:41]=3)=[CH:34][CH:33]=[CH:32][N:31]=2)[N:15]=1)=[O:13]. Procedure: 5-Benzyloxy-6-hydroxy-2-(3-phenyl-pyridin-2-ylmethyl)-pyrimidine-4-carboxylic acid (2-hydroxyethyl)-isopropylamide (166) (140 mg, 85.93%) as a light yellow sticky solid was synthesized from 5-benzyloxy-6-hydroxy-2-(3-phenyl-pyridin-2-ylmethyl)-pyrimidine-4-carboxylic acid [2-(tert-butyl-dimethylsilanyloxy)-ethyl]isopropylamide (165) (200 mg, 0.33 mmol) following the procedure as described for 5-benzyloxy-2-(2,3-dichlorobenzyl)-6-hydroxypyrimidine-4-carboxylic acid [2-(tert-butyl-dimethylsilanylo... The reactants are ClC=1C=C2[C@@H](CN(CC2=C(C1)Cl)C)C1=C(C=CC=C1)N ((R)-2-(6,8-Dichloro-2-methyl-1,2,3,4-tetrahydroisoquinolin-4-yl)phenylamine), ClC(=O)OC1=CC=C(C=C1)[N+](=O)[O-] (4-nitrophenyl chloroformate), COC(CNC)OC (methylaminoacetaldehyde dimethyl acetal), intermediate, Cl (hydrochloric acid). The solvent is O (water). Product: Cl.ClC=1C=C2[C@@H](CN(CC2=C(C1)Cl)C)C1=C(C=CC=C1)N1C(N(C=C1)C)=O (1-[2-((R)-6,8-Dichloro-2-methyl-1,2,3,4-tetrahydroisoquinolin-4-yl)phenyl]-3-methyl-1,3-dihydroimidazol-2-one hydrochloride). Reaction SMILES: [Cl:1][C:2]1[CH:3]=[C:4]2[C:9](=[C:10]([Cl:12])[CH:11]=1)[CH2:8][N:7]([CH3:13])[CH2:6][C@H:5]2[C:14]1[CH:19]=[CH:18][CH:17]=[CH:16][C:15]=1[NH2:20].Cl[C:22](OC1C=CC([N+]([O-])=O)=CC=1)=[O:23].CO[CH:36](OC)[CH2:37][NH:38][CH3:39].Cl>O>[ClH:1].[Cl:1][C:2]1[CH:3]=[C:4]2[C:9](=[C:10]([Cl:12])[CH:11]=1)[CH2:8][N:7]([CH3:13])[CH2:6][C@H:5]2[C:14]1[CH:19]=[CH:18][CH:17]=[CH:16][C:15]=1[N:20]1[CH:36]=[CH:37][N:38]([CH3:39])[C:22]1=[O:23] |f:5.6|. Reported procedure: (R)-2-(6,8-Dichloro-2-methyl-1,2,3,4-tetrahydroisoquinolin-4-yl)phenylamine (enantiomer B, preparation as described in WO2004085404), 4-nitrophenyl chloroformate and methylaminoacetaldehyde dimethyl acetal were reacted analogously to example 40, and the resulting intermediate (85 mg) was subsequently cyclized with a mixture of water (1 ml) and 10% hydrochloric acid (3.2 ml). Workup and purification were analogous to example 40. 65 mg of the title compound were isolated. Reactants: ClCCCl, CN(C)c1ccncc1, ClCCl, Cl, [N-]=[N+]=NCCCO, O=c1ccc2ccccc2o1. Product: CCCN=[N+]=[N-], O=c1ccc2ccccc2o1. As a reaction SMILES: [CH2:19]([Cl:20])[CH2:21][Cl:22].[CH3:27][N:28]([c:29]1[cH:30][cH:31][n:32][cH:33][cH:34]1)[CH3:35].[Cl:24][CH2:25][Cl:26].[ClH:23].[N:12](=[N+:13]=[N-:14])[CH2:15][CH2:16][CH2:17][OH:18].[O:1]=[c:2]1[cH:3][cH:4][c:5]2[cH:6][cH:7][cH:8][cH:9][c:10]2[o:11]1>>[N:12](=[N+:13]=[N-:14])[CH2:15][CH2:16][CH3:17].[O:1]=[c:2]1[cH:3][cH:4][c:5]2[cH:6][cH:7][cH:8][cH:9][c:10]2[o:11]1. Reactants: COCCC1=CC=C(OCC2CO2)C=C1 (1-[p-(2-methyoxyethyl)-phenoxy]-2,3-epoxy-propane), N1CCC(CC1)N1C(NCCC1)=O (1-(4-piperidyl)-2-oxo-hexahydropyrimidine). Solvent: C(C)O (ethanol). Yields the product COCCC1=CC=C(OCC(CN2CCC(CC2)N2C(NCCC2)=O)O)C=C1 (1-[3-(p-(2-methoxyethyl)-phenoxy)-2-hydroxypropyl]-4-(2-oxo-hexahydro-1-pyrimidinyl)-piperidine). Reaction SMILES: [CH3:1][O:2][CH2:3][CH2:4][C:5]1[CH:15]=[CH:14][C:8]([O:9][CH2:10][CH:11]2[O:13][CH2:12]2)=[CH:7][CH:6]=1.[NH:16]1[CH2:21][CH2:20][CH:19]([N:22]2[CH2:27][CH2:26][CH2:25][NH:24][C:23]2=[O:28])[CH2:18][CH2:17]1>C(O)C>[CH3:1][O:2][CH2:3][CH2:4][C:5]1[CH:15]=[CH:14][C:8]([O:9][CH2:10][CH:11]([OH:13])[CH2:12][N:16]2[CH2:21][CH2:20][CH:19]([N:22]3[CH2:27][CH2:26][CH2:25][NH:24][C:23]3=[O:28])[CH2:18][CH2:17]2)=[CH:7][CH:6]=1. Procedure details: A solution of 10.4 g of 1-[p-(2-methyoxyethyl)-phenoxy]-2,3-epoxy-propane and 9.15 g of 1-(4-piperidyl)-2-oxo-hexahydropyrimidine in 7 ml of abs. ethanol is heated for 5 hours to 95° C and then evaporated in vacuo. The residue is recrystallised from ethyl acetate/petroleum ether to yield the 1-[3-(p-(2-methoxyethyl)-phenoxy)-2-hydroxypropyl]-4-(2-oxo-hexahydro-1-pyrimidinyl)-piperidine, which melts at 113°-115° C. Starting materials: ClC1=CC=C(C=C1)C(C)(C)NC(C=C)=O (N-[1-(4-chlorophenyl)-1methylethyl]acrylamide), C(C)(C)C=1NC=CN1 (2-isopropylimidazole), [OH-].C(C1=CC=CC=C1)[N+](C)(C)C (benzyltrimethyl-ammonium hydroxide). Run in O1CCOCC1 (1,4-dioxane). The product is ClC1=CC=C(C=C1)C(C)(C)NC(CCN1C(=NC=C1)C(C)C)=O (N-[1-(4-chlorophenyl)-1-methylethyl]-3-(2-isopropylimidazol-1-yl)propionamide). As a reaction SMILES: [Cl:1][C:2]1[CH:7]=[CH:6][C:5]([C:8]([NH:11][C:12](=[O:15])[CH:13]=[CH2:14])([CH3:10])[CH3:9])=[CH:4][CH:3]=1.[CH:16]([C:19]1[NH:20][CH:21]=[CH:22][N:23]=1)([CH3:18])[CH3:17].[OH-].C([N+](C)(C)C)C1C=CC=CC=1>O1CCOCC1>[Cl:1][C:2]1[CH:3]=[CH:4][C:5]([C:8]([NH:11][C:12](=[O:15])[CH2:13][CH2:14][N:20]2[CH:21]=[CH:22][N:23]=[C:19]2[CH:16]([CH3:18])[CH3:17])([CH3:10])[CH3:9])=[CH:6][CH:7]=1 |f:2.3|. Procedure: In a similar manner to Example 68a (alternative procedure), a mixture of N-[1-(4-chlorophenyl)-1methylethyl]acrylamide (6.7 g), 2-isopropylimidazole (3.3 g), 1,4-dioxane (100 ml) and benzyltrimethyl-ammonium hydroxide (Triton B) (5 ml of 40% solution in methanol) gave N-[1-(4-chlorophenyl)-1-methylethyl]-3-(2-isopropylimidazol-1-yl)propionamide as an oil not distilled.